Task: describe an organic reaction: reactants, conditions, products, and yield. Dataset: the Open Reaction Database (ORD), a public repository of structured organic reaction records Starting materials: OC1=CC(N(C=C1)CCC(C)C)=O (4-hydroxy-1-isopentyl-2(1H)-pyridinone), N1=CC=CC=C1 (pyridine), S(=O)(=O)(OC(SC)(SC)SC)OC (tris(methylthio)methyl methyl sulfate). Solvent: O1CCOCC1 (dioxane). Conditions: temperature 90 celsius, time 1.5 hour. Product: CSC(=C1C(N(C=CC1=O)CCC(C)C)=O)SC (3-[bis(methylsulfanyl)methylene]-1-isopentyl-2,4(1H,3H)-pyridinedione). Isolated yield 75.0%. RXN SMILES: [OH:1][C:2]1[CH:7]=[CH:6][N:5]([CH2:8][CH2:9][CH:10]([CH3:12])[CH3:11])[C:4](=[O:13])[CH:3]=1.N1C=CC=CC=1.S(OC)(O[C:24](SC)([S:27][CH3:28])[S:25][CH3:26])(=O)=O>O1CCOCC1>[CH3:26][S:25][C:24]([S:27][CH3:28])=[C:3]1[C:2](=[O:1])[CH:7]=[CH:6][N:5]([CH2:8][CH2:9][CH:10]([CH3:11])[CH3:12])[C:4]1=[O:13]. Procedure: The product of Example 457B (2.24 g, 12.37 mmol) in pyridine (8.0 mL, 98.96 mmol) and dioxane (50 mL) at 90° C. was treated with excess tris(methylthio)methyl methyl sulfate (prepared using the procedures in Synthesis, 22-25, 1988; M. Barbero, S. Cadamuro, I. Degani, R. Fochi, A. Gatti, V. Regondi), stirred at 90° C. for 1.5 hours and cooled to about 25° C. The reaction solution was decanted from the resulting solids and the solvent was removed under reduced pressure. The residue was dissolved i... Reactants: C(#N)C=1C=C(C=CC1)NC(NC1=CC=C(C=C1)S(=O)(=O)NCC1=CC=C(C=C1)S(N)(=O)=O)=O (4-(3-(3-cyanophenyl)ureido)-N-(4-sulfamoylbenzyl)benzenesulfonamide), C(C)(C)N1CCNCC1 (1-isopropylpiperazine), secondary amine. Product: N=C(C=1C=C(C=CC1)NC(NC1=CC=C(C=C1)S(=O)(=O)NCC1=CC=C(C=C1)S(N)(=O)=O)=O)N1CCN(CC1)C(C)C (4-(3-(3-(imino(4-isopropylpiperazin-1-yl)methyl)phenyl)ureido)-N-(4-sulfamoylbenzyl)benzenesulfonamide). Isolated yield 3.0%. RXN SMILES: [C:1]([C:3]1[CH:4]=[C:5]([NH:9][C:10](=[O:33])[NH:11][C:12]2[CH:17]=[CH:16][C:15]([S:18]([NH:21][CH2:22][C:23]3[CH:28]=[CH:27][C:26]([S:29](=[O:32])(=[O:31])[NH2:30])=[CH:25][CH:24]=3)(=[O:20])=[O:19])=[CH:14][CH:13]=2)[CH:6]=[CH:7][CH:8]=1)#[N:2].[CH:34]([N:37]1[CH2:42][CH2:41][NH:40][CH2:39][CH2:38]1)([CH3:36])[CH3:35]>>[NH:2]=[C:1]([N:40]1[CH2:41][CH2:42][N:37]([CH:34]([CH3:36])[CH3:35])[CH2:38][CH2:39]1)[C:3]1[CH:4]=[C:5]([NH:9][C:10](=[O:33])[NH:11][C:12]2[CH:17]=[CH:16][C:15]([S:18]([NH:21][CH2:22][C:23]3[CH:28]=[CH:27][C:26]([S:29](=[O:32])(=[O:31])[NH2:30])=[CH:25][CH:24]=3)(=[O:20])=[O:19])=[CH:14][CH:13]=2)[CH:6]=[CH:7][CH:8]=1. Reported procedure: The title compound was prepared from 4-(3-(3-cyanophenyl)ureido)-N-(4-sulfamoylbenzyl)benzenesulfonamide following procedure C and using 1.5 equivalents of 1-isopropylpiperazine as secondary amine. The product was purified by preparative HPLC. The reactants are CCN=C=NCCCN(C)C, CCN(C(C)C)C(C)C, Cl, Cl, N#Cc1cccc(OC2CCNCC2)c1, CN(C)C=O, O, On1nnc2ccccc21, O=C(O)CNC(=O)c1cc(-c2ccccc2)[nH]n1. Yields the product N#Cc1cccc(OC2CCN(C(=O)CNC(=O)c3cc(-c4ccccc4)[nH]n3)CC2)c1. RXN SMILES: [CH3:38][CH2:39][N:40]=[C:41]=[N:42][CH2:43][CH2:44][CH2:45][N:46]([CH3:47])[CH3:48].[CH:1]([N:2]([CH2:3][CH3:4])[CH:5]([CH3:6])[CH3:7])([CH3:8])[CH3:9].[ClH:49].[ClH:50].[NH:51]1[CH2:52][CH2:53][CH:54]([O:57][c:58]2[cH:59][c:60]([C:61]#[N:62])[cH:63][cH:64][cH:65]2)[CH2:55][CH2:56]1.[O:66]=[CH:67][N:68]([CH3:69])[CH3:70].[OH2:71].[OH:28][n:29]1[c:30]2[c:31]([cH:32][cH:33][cH:34][cH:35]2)[n:36][n:37]1.[c:10]1(-[c:16]2[cH:17][c:18]([C:21](=[O:22])[NH:23][CH2:24][C:25](=[O:26])[OH:27])[n:19][nH:20]2)[cH:11][cH:12][cH:13][cH:14][cH:15]1>>[c:10]1(-[c:16]2[cH:17][c:18]([C:21](=[O:22])[NH:23][CH2:24][C:25](=[O:27])[N:51]3[CH2:52][CH2:53][CH:54]([O:57][c:58]4[cH:59][c:60]([C:61]#[N:62])[cH:63][cH:64][cH:65]4)[CH2:55][CH2:56]3)[n:19][nH:20]2)[cH:11][cH:12][cH:13][cH:14][cH:15]1. The reactants are ClC1=C(CN[C@@H]2CNCC2)C=CC(=C1)Cl ((S)-(2,4-dichlorobenzyl)-pyrrolidin-3-ylamine), ClC1=NC=CC(=N1)C(F)(F)F (2-chloro-4-(trifluoromethyl)-pyrimidine), C([O-])([O-])=O.[K+].[K+] (potassium carbonate). Product: ClC1=C(CN[C@@H]2CN(CC2)C2=NC=CC(=N2)C(F)(F)F)C=CC(=C1)Cl ((S)-(2,4-Dichlorobenzyl)-[1-(4-trifluoromethyl-pyrimidin-2-yl)-pyrrolidin-3-yl]-amine). Isolated yield 65.9%. As a reaction SMILES: [Cl:1][C:2]1[CH:14]=[C:13]([Cl:15])[CH:12]=[CH:11][C:3]=1[CH2:4][NH:5][C@H:6]1[CH2:10][CH2:9][NH:8][CH2:7]1.Cl[C:17]1[N:22]=[C:21]([C:23]([F:26])([F:25])[F:24])[CH:20]=[CH:19][N:18]=1.C(=O)([O-])[O-].[K+].[K+]>>[Cl:1][C:2]1[CH:14]=[C:13]([Cl:15])[CH:12]=[CH:11][C:3]=1[CH2:4][NH:5][C@H:6]1[CH2:10][CH2:9][N:8]([C:17]2[N:22]=[C:21]([C:23]([F:26])([F:25])[F:24])[CH:20]=[CH:19][N:18]=2)[CH2:7]1 |f:2.3.4|. Procedure details: Stir a mixture of (S)-(2,4-dichlorobenzyl)-pyrrolidin-3-ylamine (266 mg, 1 mmol), 2-chloro-4-(trifluoromethyl)-pyrimidine (365 mg, 2 mmol) and polymer supported potassium carbonate (626 mg, 2 mmol) at 80° C. overnight. Filter away the polymer and pour the filtered reaction mixture onto a SCX-2 column. Elute with methanol and then elute with 2 M ammonia in methanol. Concentrate to give a residue and chromatograph on silica gel to give the title compound (258 mg, 66%). Prepare the hydrochloride sa... Reactants: O=C(Br)C(Br)CCCl, CC#N, CN(C(=O)c1ccc(C2CCCCC2)cc1)c1ccc(N)cc1, [Na+], [Na+], [Na+], [Na+], O=P([O-])([O-])[O-], [OH-], O. Yields the product CN(C(=O)c1ccc(C2CCCCC2)cc1)c1ccc(N2CCC(Br)C2=O)cc1. RXN SMILES: [Br:32][CH:33]([C:34](=[O:35])[Br:39])[CH2:37][CH2:38][Cl:36].[CH3:42][C:43]#[N:44].[NH2:1][c:2]1[cH:3][cH:4][c:5]([N:8]([C:9]([c:10]2[cH:11][cH:12][c:13]([CH:16]3[CH2:17][CH2:18][CH2:19][CH2:20][CH2:21]3)[cH:14][cH:15]2)=[O:22])[CH3:23])[cH:6][cH:7]1.[Na+:24].[Na+:25].[Na+:26].[Na+:41].[O-:27][P:28](=[O:29])([O-:30])[O-:31].[OH-:40].[OH2:45]>>[N:1]1([c:2]2[cH:3][cH:4][c:5]([N:8]([C:9]([c:10]3[cH:11][cH:12][c:13]([CH:16]4[CH2:17][CH2:18][CH2:19][CH2:20][CH2:21]4)[cH:14][cH:15]3)=[O:22])[CH3:23])[cH:6][cH:7]2)[C:34](=[O:35])[CH:33]([Br:32])[CH2:37][CH2:38]1. Reactants: C(C1=CC=CC=C1)=CC(=O)C=CC1=CC=CC=C1 (dibenzylidene acetone), [H][H] (hydrogen). Reagents/catalysts: [Pd] (palladium on carbon). Yields the product C1(=CC=CC=C1)CCC(CCC1=CC=CC=C1)=O (1,5-diphenyl-3-pentanone), C1(=CC=CC=C1)CCC(CCC1=CC=CC=C1)O (1,5-diphenyl-3-pentanol). The yield is 28.0%. Reaction SMILES: [CH:1](=[CH:8][C:9]([CH:11]=[CH:12][C:13]1[CH:18]=[CH:17][CH:16]=[CH:15][CH:14]=1)=[O:10])[C:2]1[CH:7]=[CH:6][CH:5]=[CH:4][CH:3]=1.[H][H]>[Pd]>[C:13]1([CH2:12][CH2:11][C:9](=[O:10])[CH2:8][CH2:1][C:2]2[CH:3]=[CH:4][CH:5]=[CH:6][CH:7]=2)[CH:18]=[CH:17][CH:16]=[CH:15][CH:14]=1.[C:13]1([CH2:12][CH2:11][CH:9]([OH:10])[CH2:8][CH2:1][C:2]2[CH:3]=[CH:4][CH:5]=[CH:6][CH:7]=2)[CH:18]=[CH:17][CH:16]=[CH:15][CH:14]=1. Procedure: A mixture of 1.00 g (4.27 mmol) of dibenzylidene acetone and 0.15 g of 10% palladium on carbon in 150 ml of methyl cellusolve was shaken under 4 atm. of hydrogen for 2 h. The solution was filtered and concentrated in vacuo. Flash chromatography using 10-20% ethyl acetate in hexane gave 0.60 g (59%) of 1,5-diphenyl-3-pentanone (Rf 0.43, 20% ethyl acetate in hexane) as a colorless Oil and 0.29 g (28%) of 1,5-diphenyl-3-pentanol (Rf 0.36) as a white solid, m.p. 43°-5° C. 1,5-Diphenyl-3-pentanone: 1... Reactants: O=C(CBr)NCCCc1ccccc1, O=C(OC1CN2CCC1CC2)C1(c2ccccc2)CCCCCC1. Yields the product [Br-], O=C(C[N+]12CCC(CC1)C(OC(=O)C1(c3ccccc3)CCCCCC1)C2)NCCCc1ccccc1. RXN SMILES: [Br:25][CH2:26][C:27](=[O:28])[NH:29][CH2:30][CH2:31][CH2:32][c:33]1[cH:34][cH:35][cH:36][cH:37][cH:38]1.[c:1]1([C:7]2([C:14](=[O:15])[O:16][CH:17]3[CH2:18][N:19]4[CH2:20][CH2:21][CH:22]3[CH2:23][CH2:24]4)[CH2:8][CH2:9][CH2:10][CH2:11][CH2:12][CH2:13]2)[cH:2][cH:3][cH:4][cH:5][cH:6]1>>[Br-:25].[c:1]1([C:7]2([C:14](=[O:15])[O:16][CH:17]3[CH2:18][N+:19]4([CH2:26][C:27](=[O:28])[NH:29][CH2:30][CH2:31][CH2:32][c:33]5[cH:34][cH:35][cH:36][cH:37][cH:38]5)[CH2:20][CH2:21][CH:22]3[CH2:23][CH2:24]4)[CH2:8][CH2:9][CH2:10][CH2:11][CH2:12][CH2:13]2)[cH:2][cH:3][cH:4][cH:5][cH:6]1. Starting materials: BrCC1=CC=CC=2N(C=NC21)C(=O)OC(C)(C)C (t-butyl 4-(bromomethyl)-1H-benzimidazole-1-carboxylate), CN(C)C(C(=O)OCC)C(=O)OCC (diethyl (dimethylamino)malonate), C(CC)N(CCC)C(C(=O)OCC)C(=O)OCC (diethyl (dipropylamino)malonate). Yields the product COC1=C2CC(CN3C2=C(C=C1)N=C3)N(C)C (5,6-Dihydro-7-methoxy-N,N-dimethyl-4H-imidazo(4,5,1-ij)quinolin-5-amine). As a reaction SMILES: BrC[C:3]1[C:11]2[N:10]=[CH:9][N:8]([C:12](OC(C)(C)C)=O)[C:7]=2[CH:6]=[CH:5][CH:4]=1.[CH3:19][N:20]([CH:22](C(OCC)=O)[C:23](OCC)=O)[CH3:21].C(N(C(C(OCC)=O)[C:41](OCC)=[O:42])CCC)CC>>[CH3:41][O:42][C:5]1[CH:4]=[CH:3][C:11]2[N:10]=[CH:9][N:8]3[C:7]=2[C:6]=1[CH2:23][CH:22]([N:20]([CH3:21])[CH3:19])[CH2:12]3. Procedure details: This compound was prepared by following the procedure of Example 18, but substituting t-butyl 4-(bromomethyl)-5-methoxy-1H-benzimidazole-1-carboxylate for t-butyl 4-(bromomethyl)-1H-benzimidazole-1-carboxylate and diethyl (dimethylamino)malonate for diethyl (dipropylamino)malonate. The reactants are CC(O[Si](C)(C)C(C)(C)C)c1ccc(B2OC(C)(C)C(C)(C)O2)cc1Cl, O=C([O-])O, CCOC(C)=O, ClC(Cl)Cl, O=C(OO)c1cccc(Cl)c1, [Na+]. Yields the product CC(O[Si](C)(C)C(C)(C)C)c1ccc(O)cc1Cl. As a reaction SMILES: [C:1]([CH3:2])([CH3:3])([CH3:4])[Si:5]([CH3:6])([CH3:7])[O:8][CH:9]([CH3:10])[c:11]1[c:12]([Cl:26])[cH:13][c:14]([B:17]2[O:18][C:19]([CH3:20])([CH3:21])[C:22]([CH3:23])([CH3:24])[O:25]2)[cH:15][cH:16]1.[C:27]([OH:28])(=[O:29])[O-:30].[CH3:43][CH2:44][O:45][C:46](=[O:47])[CH3:48].[CH:49]([Cl:50])([Cl:51])[Cl:52].[Cl:32][c:33]1[cH:34][cH:35][cH:36][c:37]([C:38]([O:39][OH:40])=[O:41])[cH:42]1.[Na+:31]>>[C:1]([CH3:2])([CH3:3])([CH3:4])[Si:5]([CH3:6])([CH3:7])[O:8][CH:9]([CH3:10])[c:11]1[c:12]([Cl:26])[cH:13][c:14]([OH:28])[cH:15][cH:16]1. The reactants are C(C)(=O)N1C(C(C2=CC=C(C=C12)C(=O)OC)=C(C1=CC=CC=C1)OCC)=O (1-acetyl-3-(1-ethoxy-1-phenylmethylene)-6-methoxycarbonyl-2-indolinone), CN(CCN(C1=CC=C(C=C1)N)S(=O)(=O)CCC)C (N-(2-dimethylamino-ethyl)-N-propylsulphonyl-p-phenylenediamine). Yields the product CN(CCN(S(=O)(=O)CCC)C1=CC=C(N\C(\C2=CC=CC=C2)=C\2/C(NC3=CC(=CC=C23)C(=O)OC)=O)C=C1)C (3-Z-[1-(4-(N-(2-dimethylamino-ethyl)-N-propylsulphonyl-amino)-anilino)-1-phenyl-methylene]-6-methoxycarbonyl-2-indolinone). As a reaction SMILES: C([N:4]1[C:12]2[C:7](=[CH:8][CH:9]=[C:10]([C:13]([O:15][CH3:16])=[O:14])[CH:11]=2)[C:6](=[C:17](OCC)[C:18]2[CH:23]=[CH:22][CH:21]=[CH:20][CH:19]=2)[C:5]1=[O:27])(=O)C.[CH3:28][N:29]([CH3:46])[CH2:30][CH2:31][N:32]([S:40]([CH2:43][CH2:44][CH3:45])(=[O:42])=[O:41])[C:33]1[CH:38]=[CH:37][C:36]([NH2:39])=[CH:35][CH:34]=1>>[CH3:46][N:29]([CH3:28])[CH2:30][CH2:31][N:32]([C:33]1[CH:34]=[CH:35][C:36]([NH:39]/[C:17](=[C:6]2\[C:5](=[O:27])[NH:4][C:12]3[C:7]\2=[CH:8][CH:9]=[C:10]([C:13]([O:15][CH3:16])=[O:14])[CH:11]=3)/[C:18]2[CH:23]=[CH:22][CH:21]=[CH:20][CH:19]=2)=[CH:37][CH:38]=1)[S:40]([CH2:43][CH2:44][CH3:45])(=[O:42])=[O:41]. Procedure: Prepared from 1-acetyl-3-(1-ethoxy-1-phenylmethylene)-6-methoxycarbonyl-2-indolinone and N-(2-dimethylamino-ethyl)-N-propylsulphonyl-p-phenylenediamine Rf value: 0.5 (silica gel, methylene chloride/methanol=9:1) C30H34N4O5S